Dataset: the Open Reaction Database (ORD), a public repository of structured organic reaction records. Task: describe an organic reaction: reactants, conditions, products, and yield Reaction SMILES: [CH2:11]([C:12]#[C:13][CH3:14])[n:15]1[c:16]([N:27]2[CH2:28][CH2:29][N:30]([C:33](=[O:34])[O:35][C:36]([CH3:37])([CH3:38])[CH3:39])[CH2:31][CH2:32]2)[n:17][c:18]([CH:25]=[O:26])[c:19]1[C:20](=[O:21])[O:22][CH2:23][CH3:24].[CH3:1][N:2]([CH3:3])[CH:4]=[O:5].[CH3:43][CH2:44][O:45][C:46](=[O:47])[CH3:48].[Cl-:40].[F:6][C:7]([F:8])([F:9])[I:10].[NH4+:41].[Zn:42]>>[F:6][C:7]([F:8])([F:9])[CH:25]([c:18]1[n:17][c:16]([N:27]2[CH2:28][CH2:29][N:30]([C:33](=[O:34])[O:35][C:36]([CH3:37])([CH3:38])[CH3:39])[CH2:31][CH2:32]2)[n:15]([CH2:11][C:12]#[C:13][CH3:14])[c:19]1[C:20](=[O:21])[O:22][CH2:23][CH3:24])[OH:26]. Starting materials: CC#CCn1c(N2CCN(C(=O)OC(C)(C)C)CC2)nc(C=O)c1C(=O)OCC, CN(C)C=O, CCOC(C)=O, [Cl-], FC(F)(F)I, [NH4+], [Zn]. Yields the product CC#CCn1c(N2CCN(C(=O)OC(C)(C)C)CC2)nc(C(O)C(F)(F)F)c1C(=O)OCC. The reactants are O (water), N1C=CC=2C1=NC=CC2 (1H-pyrrolo[2,3-b]pyridine), [Al+3].[Cl-].[Cl-].[Cl-] (AlCl3), C1(=CC=CC=C1)CC(=O)Cl (phenyl acetyl chloride). Solvent: C(Cl)Cl (methylene chloride). Reaction conditions: time 4 hour. The product is C1(=CC=CC=C1)CC(=O)C1=CNC2=NC=CC=C21 (2-Phenyl-1-(1H-pyrrolo[2,3-b]pyridin-3-yl)-ethanone). Yield: 65.0%. As a reaction SMILES: [NH:1]1[C:5]2=[N:6][CH:7]=[CH:8][CH:9]=[C:4]2[CH:3]=[CH:2]1.[Al+3].[Cl-].[Cl-].[Cl-].[C:14]1([CH2:20][C:21](Cl)=[O:22])[CH:19]=[CH:18][CH:17]=[CH:16][CH:15]=1.O>C(Cl)Cl>[C:14]1([CH2:20][C:21]([C:3]2[C:4]3[C:5](=[N:6][CH:7]=[CH:8][CH:9]=3)[NH:1][CH:2]=2)=[O:22])[CH:19]=[CH:18][CH:17]=[CH:16][CH:15]=1 |f:1.2.3.4|. Procedure details: Modification of Method A: To a mixture of 1H-pyrrolo[2,3-b]pyridine (1.0 g, 8.46 mmol) and AlCl3 (3.4 g, 25.50 mmol) in dry methylene chloride (20 mL) was added phenyl acetyl chloride (3.27 g, 21.15 mmol) at room temperature. The solution was then stirred at room temperature (RT) for 4 hrs. The mixture was poured into iced water and extracted with methylene chloride (3×20 mL). The combined organic layers were dried over MgSO4, filtered, and evaporated. The residue was then dissolved in MeOH (20 ...